This data is from the Open Reaction Database (ORD), a public repository of structured organic reaction records. The task is: describe an organic reaction: reactants, conditions, products, and yield Starting materials: COC1(OC2=C(O1)C=CC=C2OCC2=CC=CC=C2)C (2-methoxy-2-methyl-4-benzyloxy-1,3-benzodioxole), Cl (hydrochloric acid). Run in CO (methanol). Product: C(C1=CC=CC=C1)OC1=C(C(O)=CC=C1)O (3-benzyloxy-catechol). RXN SMILES: COC1(C)[O:7][C:6]2[CH:8]=[CH:9][CH:10]=[C:11]([O:12][CH2:13][C:14]3[CH:19]=[CH:18][CH:17]=[CH:16][CH:15]=3)[C:5]=2[O:4]1.Cl>CO>[CH2:13]([O:12][C:11]1[CH:10]=[CH:9][CH:8]=[C:6]([OH:7])[C:5]=1[OH:4])[C:14]1[CH:15]=[CH:16][CH:17]=[CH:18][CH:19]=1. Reported procedure: A mixture of 2-methoxy-2-methyl-4-benzyloxy-1,3-benzodioxole (13.6 g., 0.05 mole), methanol (210 ml.) and 5N hydrochloric acid (210 ml.) is stirred under reflux in an atmosphere of nitrogen for 10 hours. Most of the methanol is distilled off under vacuum and the product then extracted with ether. The ethereal solution is washed with water, dried over magnesium sulfate followed by calcium sulfate and evaporated to dryness to yield the crude 3-benzyloxy-catechol which can be recrystallized from di... The reactants are CN(C)C=O, N#Cc1c[nH]c2cc3ccccc3cc2c1=O, O=P(Cl)(Cl)Cl. Yields the product N#Cc1cnc2cc3ccccc3cc2c1Cl. RXN SMILES: [CH3:23][N:24]([CH3:25])[CH:26]=[O:27].[O:1]=[c:2]1[c:3]([C:16]#[N:17])[cH:4][nH:5][c:6]2[cH:7][c:8]3[c:9]([cH:10][c:11]12)[cH:12][cH:13][cH:14][cH:15]3.[P:18]([Cl:19])([Cl:20])([Cl:21])=[O:22]>>[c:2]1([Cl:20])[c:3]([C:16]#[N:17])[cH:4][n:5][c:6]2[cH:7][c:8]3[c:9]([cH:10][c:11]12)[cH:12][cH:13][cH:14][cH:15]3. Reactants: O=C(O)C1Cc2ccccc2CN1, CCN=C=NCCCN(C)C, CCN(C(C)C)C(C)C, ClCCl, Cl, CC(C)(C)c1ccnc(CN(Cc2ccc(CN)cc2CO)C2CCCc3cccnc32)c1, On1nnc2ccccc21. Yields the product CC(C)(C)c1ccnc(CN(Cc2ccc(CNC(=O)C3Cc4ccccc4CN3)cc2CO)C2CCCc3cccnc32)c1. RXN SMILES: [CH2:35]1[NH:36][CH:37]([C:45](=[O:46])[OH:47])[CH2:38][c:39]2[cH:40][cH:41][cH:42][cH:43][c:44]21.[CH3:58][CH2:59][N:60]=[C:61]=[N:62][CH2:63][CH2:64][CH2:65][N:66]([CH3:67])[CH3:68].[CH:69]([N:70]([CH2:71][CH3:72])[CH:73]([CH3:74])[CH3:75])([CH3:76])[CH3:77].[Cl:78][CH2:79][Cl:80].[ClH:34].[NH2:1][CH2:2][c:3]1[cH:4][cH:5][c:6]([CH2:11][N:12]([CH:13]2[CH2:14][CH2:15][CH2:16][c:17]3[cH:18][cH:19][cH:20][n:21][c:22]32)[CH2:23][c:24]2[n:25][cH:26][cH:27][c:28]([C:30]([CH3:31])([CH3:32])[CH3:33])[cH:29]2)[c:7]([CH2:9][OH:10])[cH:8]1.[OH:48][n:49]1[c:50]2[c:51]([cH:52][cH:53][cH:54][cH:55]2)[n:56][n:57]1>>[NH:1]([CH2:2][c:3]1[cH:4][cH:5][c:6]([CH2:11][N:12]([CH:13]2[CH2:14][CH2:15][CH2:16][c:17]3[cH:18][cH:19][cH:20][n:21][c:22]32)[CH2:23][c:24]2[n:25][cH:26][cH:27][c:28]([C:30]([CH3:31])([CH3:32])[CH3:33])[cH:29]2)[c:7]([CH2:9][OH:10])[cH:8]1)[C:45]([CH:37]1[NH:36][CH2:35][c:44]2[c:39]([cH:40][cH:41][cH:42][cH:43]2)[CH2:38]1)=[O:46]. The reactants are ICCCCCCOC1OCCCC1 (I(CH2)6OTHP), ICCCCCCOC1OCCCC1 (I(CH2)6OTHP), CC(C)[C@H]1COC(=N1)C2=NC(=CC=C2)C3=N[C@H](CO3)C(C)C ((S)-(i-Pr)-Pybox), ( 76 ), BrCCCCCCCCCCC(=O)OCC (ethyl 11-bromoundecanoate), organozinc. The reagents and catalysts are IC1=CC=C(C=C1)CCCCCCCCCCCCCCCCCCO (18-(p-Iodophenyl)octadecanol), [Zn] (Zinc), Cl[Ni]Cl.C(OC)COC (NiCl2 glyme). Run in CC(=O)N(C)C (DMA), C1CCOC1 (THF), CC(C)[C@@H]1COC(=N1)C2=NC(=CC=C2)C3=N[C@@H](CO3)C(C)C ((R)-(i-Pr)-Pybox), CC(=O)N(C)C (DMA). Reaction conditions: temperature 0 celsius, time 10 minute. The product is O1C(CCCC1)OCCCCCCCCCCCCCCCCC(=O)OCC (ethyl 17-(tetrahydropyran-2-yl-oxy)-heptadecanoate). The yield is 71.0%. Reaction SMILES: I[CH2:2][CH2:3][CH2:4][CH2:5][CH2:6][CH2:7][O:8][CH:9]1[CH2:14][CH2:13][CH2:12][CH2:11][O:10]1.Br[CH2:16][CH2:17][CH2:18][CH2:19][CH2:20][CH2:21][CH2:22][CH2:23][CH2:24][CH2:25][C:26]([O:28][CH2:29][CH3:30])=[O:27].CC([C@@H]1N=C(C2C=CC=C(C3OC[C@H](C(C)C)N=3)N=2)OC1)C>CC([C@H]1N=C(C2C=CC=C(C3OC[C@@H](C(C)C)N=3)N=2)OC1)C.CC(N(C)C)=O.C1COCC1.[Zn].Cl[Ni]Cl.C(COC)OC.IC1C=CC(CCCCCCCCCCCCCCCCCCO)=CC=1>[O:10]1[CH2:11][CH2:12][CH2:13][CH2:14][CH:9]1[O:8][CH2:7][CH2:6][CH2:5][CH2:4][CH2:3][CH2:2][CH2:16][CH2:17][CH2:18][CH2:19][CH2:20][CH2:21][CH2:22][CH2:23][CH2:24][CH2:25][C:26]([O:28][CH2:29][CH3:30])=[O:27] |f:7.8|. Reported procedure: From (38) and (76). Zinc powder (166 mg, 2.55 mmol) was dried at 70° C. for 30 min in a sealed tube, then DMA (2.5 ml) and solid 12 (22 mg, 0.09 mmol) were added. After stirring for 10 min, neat ethyl 11-bromoundecanoate (500 mg, 1.7 mmol) was added and the reaction mixture was stirred in the sealed tube for 10 h at 80° C. In a 10-ml flask, NiCl2-glyme (29 mg, 0.13 mmol) and (R)-(i-Pr)-Pybox (or (S)-(i-Pr)-Pybox) (51 mg, 0.17 mmol) were dissolved in DMA (1.5 ml) and THF (0.5 ml), then neat I(CH2... Starting materials: FC=1C=C(C=CC1COC)NC(C(=O)O)(C)C (2-(3-fluoro-4-(methoxymethyl)phenylamino)-2-methylpropanoic acid), C(=O)([O-])[O-].[K+].[K+] (K2CO3), CI (methyliodide). The solvent is O (water). Conditions: temperature 60 celsius, time 3 hour. Yields the product FC=1C=C(C=CC1COC)NC(C(=O)OC)(C)C (methyl 2-(3-fluoro-4-(methoxymethyl)phenylamino)-2-methylpropanoate). As a reaction SMILES: [F:1][C:2]1[CH:3]=[C:4]([NH:11][C:12]([CH3:17])([CH3:16])[C:13]([OH:15])=[O:14])[CH:5]=[CH:6][C:7]=1[CH2:8][O:9][CH3:10].[C:18]([O-])([O-])=O.[K+].[K+].CI>O>[F:1][C:2]1[CH:3]=[C:4]([NH:11][C:12]([CH3:17])([CH3:16])[C:13]([O:15][CH3:18])=[O:14])[CH:5]=[CH:6][C:7]=1[CH2:8][O:9][CH3:10] |f:1.2.3|. Procedure details: The title compound was prepared according to General Method 5. A mixture of 2-(3-fluoro-4-(methoxymethyl)phenylamino)-2-methylpropanoic acid (1 g, 4.1 mmol), anhydrous K2CO3 (0.858 g, 6.2 mmol) and methyliodide (0.880 g, 6.2 mmol) was stirred at 60° C. for 3 h. The reaction mixture was diluted with water and extracted with ethyl acetate (20 mL×3), organic layer was dried over anhydrous sodium sulfate and concentrated under reduced pressure to obtain crude product that was purified by silica gel ... The reactants are C(C)(C)(C)OC(=O)N[C@H]1CCCCC2=C1C=C(C(=C2)OCC2CCCCC2)C(=O)N ((S)-9-tert-butoxycarbonylamino-3-cyclohexylmethoxy-6,7,8,9-tetrahydro-5H-benzocycloheptene-2-carboxylic acid amide), C(=O)(C(F)(F)F)O (TFA). The solvent is C(Cl)Cl (DCM). Conditions: time 10 minute. The product is N[C@H]1CCCCC2=C1C=C(C(=C2)OCC2CCCCC2)C(=O)N ((S)-9-amino-3-cyclohexylmethoxy-6,7,8,9-tetrahydro-5H-benzocycloheptene-2-carboxylic acid amide). Reaction SMILES: C(OC([NH:8][C@@H:9]1[C:15]2[CH:16]=[C:17]([C:28]([NH2:30])=[O:29])[C:18]([O:20][CH2:21][CH:22]3[CH2:27][CH2:26][CH2:25][CH2:24][CH2:23]3)=[CH:19][C:14]=2[CH2:13][CH2:12][CH2:11][CH2:10]1)=O)(C)(C)C.C(O)(C(F)(F)F)=O>C(Cl)Cl>[NH2:8][C@@H:9]1[C:15]2[CH:16]=[C:17]([C:28]([NH2:30])=[O:29])[C:18]([O:20][CH2:21][CH:22]3[CH2:23][CH2:24][CH2:25][CH2:26][CH2:27]3)=[CH:19][C:14]=2[CH2:13][CH2:12][CH2:11][CH2:10]1. Procedure: To a cooled (0° C.) solution of (S)-9-tert-butoxycarbonylamino-3-cyclohexylmethoxy-6,7,8,9-tetrahydro-5H-benzocycloheptene-2-carboxylic acid amide (198 mg, 0.475 mmol) in DCM (1 mL) was added TFA (1 mL). After 10 min, the reaction was allowed to warm to rt and after 1 h, the reaction was evaporated to dryness. The material was used without further purification for the next step. Starting materials: Br.ClC1=C(C=C(C=C1)[N+](=O)[O-])C=1N=C(SC1)N (4-(2-chloro-5-nitrophenyl)-1,3-thiazol-2-amine hydrobromide), C1(=CC=CC=C1)C1=CC=C(C=C1)S(=O)(=O)Cl (4-phenylbenzenesulfonyl chloride). The product is ClC1=C(C=C(C=C1)[N+](=O)[O-])C=1N=C(SC1)NS(=O)(=O)C1=CC=C(C=C1)C1=CC=CC=C1 (N-[4-(2-chloro-5-nitrophenyl)-1,3-thiazol-2-yl][1,1′-biphenyl]-4-sulfonamide), solid. RXN SMILES: Br.[Cl:2][C:3]1[CH:8]=[CH:7][C:6]([N+:9]([O-:11])=[O:10])=[CH:5][C:4]=1[C:12]1[N:13]=[C:14]([NH2:17])[S:15][CH:16]=1.[C:18]1([C:24]2[CH:29]=[CH:28][C:27]([S:30](Cl)(=[O:32])=[O:31])=[CH:26][CH:25]=2)[CH:23]=[CH:22][CH:21]=[CH:20][CH:19]=1>>[Cl:2][C:3]1[CH:8]=[CH:7][C:6]([N+:9]([O-:11])=[O:10])=[CH:5][C:4]=1[C:12]1[N:13]=[C:14]([NH:17][S:30]([C:27]2[CH:26]=[CH:25][C:24]([C:18]3[CH:23]=[CH:22][CH:21]=[CH:20][CH:19]=3)=[CH:29][CH:28]=2)(=[O:32])=[O:31])[S:15][CH:16]=1 |f:0.1|. Procedure: The title compound was prepared from 4-(2-chloro-5-nitrophenyl)-1,3-thiazol-2-amine hydrobromide and 4-phenylbenzenesulfonyl chloride as described in the synthetic METHOD B to give a white solid (11.9 mg) with purity >90%. MS (pos) m/z 472.1.